Dataset: the Open Reaction Database (ORD), a public repository of structured organic reaction records. Task: describe an organic reaction: reactants, conditions, products, and yield Starting materials: C1(=CC=CC=C1)CC(C(=O)OCC)=O (ethyl phenylpyruvate), C(C)(=O)OC(C)=O (acetic anhydride), C(C)(=O)OC(C)=O (acetic anhydride), O.C1(=CC=C(C=C1)S(=O)(=O)O)C (p-toluenesulfonic acid monohydrate). Product: C(C)(=O)O\C(\C(=O)OCC)=C/C1=CC=CC=C1 ((Z)-ethyl 2-acetyloxy-3-phenyl-2-propenoate). RXN SMILES: [C:1]1([CH2:7][C:8](=[O:14])[C:9]([O:11][CH2:12][CH3:13])=[O:10])[CH:6]=[CH:5][CH:4]=[CH:3][CH:2]=1.[C:15](OC(=O)C)(=[O:17])[CH3:16].O.C1(C)C=CC(S(O)(=O)=O)=CC=1>>[C:15]([O:14]/[C:8](=[CH:7]\[C:1]1[CH:6]=[CH:5][CH:4]=[CH:3][CH:2]=1)/[C:9]([O:11][CH2:12][CH3:13])=[O:10])(=[O:17])[CH3:16] |f:2.3|. Procedure details: A solution containing 22 g. of ethyl phenylpyruvate, 65 g. of acetic anhydride and 20 mg. of p-toluenesulfonic acid monohydrate was refluxed for 2.5 hours. Excess acetic anhydride was stripped from the reaction mass and the product, crude (Z)-ethyl 2-acetyloxy-3-phenyl-2-propenoate, was distilled at about 1.6 mm. Hg. (b.p. 120°-135° C.). The recovered product crystallized on standing in refrigeration and was recovered by filtration and recrystallized from ethanol; recovered 12.1 g., m.p. 41°-47°... Procedure details: Methanol (5 ml) was added to a suspension of 0.40 g of 60% sodium hydride in 10 ml of DMF. Then a solution of 1 g of 5-methyl-7-chloropyrazolo[1,5-a]pyrimidine in 5 ml of DMF was added dropwise thereinto at 0° C. and stirred at room temperature for 2 hours. The reaction mixture was poured into ice water and the crystals precipitated were collected by filtration and recrystallized from diethyl ether to provide 0.40 g of the title compound as colorless crystals. The structure and melting point of ... Solvent: CN(C)C=O (DMF), CN(C)C=O (DMF). As a reaction SMILES: [CH3:1][OH:2].[H-].[Na+].[CH3:5][C:6]1[CH:11]=[C:10](Cl)[N:9]2[N:13]=[CH:14][CH:15]=[C:8]2[N:7]=1>CN(C=O)C>[CH3:5][C:6]1[CH:11]=[C:10]([O:2][CH3:1])[N:9]2[N:13]=[CH:14][CH:15]=[C:8]2[N:7]=1 |f:1.2|. Starting materials: CC1=NC=2N(C(=C1)Cl)N=CC2 (5-methyl-7-chloropyrazolo[1,5-a]pyrimidine), ice water, CO (Methanol), [H-].[Na+] (sodium hydride). The product is CC1=NC=2N(C(=C1)OC)N=CC2 (5-methyl-7-methoxypyrazolo[1,5-a]pyrimidine). Conditions: temperature 0 celsius, time 2 hour. Starting materials: CCOCCn1c(NC2CCNCC2)nc2ccccc21, COc1ccc(-n2cnnn2)cc1C(=O)N1CCC(CCOS(C)(=O)=O)(c2ccc(Cl)c(Cl)c2)C1. The product is CCOCCn1c(NC2CCN(CCC3(c4ccc(Cl)c(Cl)c4)CCN(C(=O)c4cc(-n5cnnn5)ccc4OC)C3)CC2)nc2ccccc21. As a reaction SMILES: [CH2:36]([CH3:37])[O:38][CH2:39][CH2:40][n:41]1[c:42]([NH:50][CH:51]2[CH2:52][CH2:53][NH:54][CH2:55][CH2:56]2)[n:43][c:44]2[c:45]1[cH:46][cH:47][cH:48][cH:49]2.[CH3:1][O:2][c:3]1[c:4]([C:5](=[O:6])[N:7]2[CH2:8][C:9]([CH2:12][CH2:13][O:14][S:15]([CH3:16])(=[O:17])=[O:18])([c:19]3[cH:20][c:21]([Cl:26])[c:22]([Cl:25])[cH:23][cH:24]3)[CH2:10][CH2:11]2)[cH:27][c:28](-[n:31]2[n:32][n:33][n:34][cH:35]2)[cH:29][cH:30]1>>[CH3:1][O:2][c:3]1[c:4]([C:5](=[O:6])[N:7]2[CH2:8][C:9]([CH2:12][CH2:13][N:54]3[CH2:53][CH2:52][CH:51]([NH:50][c:42]4[n:41]([CH2:40][CH2:39][O:38][CH2:36][CH3:37])[c:45]5[c:44]([n:43]4)[cH:49][cH:48][cH:47][cH:46]5)[CH2:56][CH2:55]3)([c:19]3[cH:20][c:21]([Cl:26])[c:22]([Cl:25])[cH:23][cH:24]3)[CH2:10][CH2:11]2)[cH:27][c:28](-[n:31]2[n:32][n:33][n:34][cH:35]2)[cH:29][cH:30]1. Reactants: Oc1ccc(Br)cc1, Cc1ccccc1, [Cu]I, [K+], [K+], [K+], O=P([O-])([O-])[O-], c1ccc2[nH]ncc2c1. The product is Oc1ccc(-n2cc3ccccc3n2)cc1. As a reaction SMILES: [Br:1][c:2]1[cH:3][cH:4][c:5]([OH:8])[cH:6][cH:7]1.[CH3:28][c:29]1[cH:30][cH:31][cH:32][cH:33][cH:34]1.[Cu:26][I:27].[K+:23].[K+:24].[K+:25].[P:18]([O-:19])([O-:20])([O-:21])=[O:22].[cH:9]1[cH:10][cH:11][c:12]2[nH:13][n:14][cH:15][c:16]2[cH:17]1>>[c:2]1(-[n:14]2[n:13][c:12]3[cH:11][cH:10][cH:9][cH:17][c:16]3[cH:15]2)[cH:3][cH:4][c:5]([OH:8])[cH:6][cH:7]1. Starting materials: C(C)(C)(C)OC(=O)N1C(=CC2=CC=C(C=C12)O)C=1C2=C(N(N1)C(=O)OC(C)(C)C)C=C(S2)C2=CC=CC=C2 (2-(1-tert-butoxycarbonyl-5-phenyl-1H-thieno[3,2-c]pyrazol-3-yl)-6-hydroxy-indole-1-carboxylic acid tert-butyl ester), C(C)(C)(C)OC(=O)N1C(=CC2=CC=C(C=C12)O)C=1C2=C(N(N1)C(=O)OC(C)(C)C)C=C(S2)C2=CC=CC=C2 (2-(1-tert-butoxycarbonyl-5-phenyl-1H-thieno[3,2-c]pyrazol-3-yl)-6-hydroxy-indole-1-carboxylic acid tert-butyl ester), C([O-])([O-])=O.[Cs+].[Cs+] (cesium carbonate), BrCCCBr (1,3-dibromopropane). Run at temperature 90 celsius, time 1.5 hour. The product is C(C)(C)(C)OC(=O)N1C(=CC2=CC=C(C=C12)OCCCBr)C=1C2=C(N(N1)C(=O)OC(C)(C)C)C=C(S2)C2=CC=CC=C2 (6-(3-bromo-propoxy)-2-(1-tert-butoxycarbonyl-5-phenyl-1H-thieno[3,2-c]pyrazol-3-yl)-indole-1-carboxylic acid tert-butyl ester). The yield is 65.0%. As a reaction SMILES: [C:1]([O:5][C:6]([N:8]1[C:16]2[C:11](=[CH:12][CH:13]=[C:14]([OH:17])[CH:15]=2)[CH:10]=[C:9]1[C:18]1[C:19]2[S:32][C:31]([C:33]3[CH:38]=[CH:37][CH:36]=[CH:35][CH:34]=3)=[CH:30][C:20]=2[N:21]([C:23]([O:25][C:26]([CH3:29])([CH3:28])[CH3:27])=[O:24])[N:22]=1)=[O:7])([CH3:4])([CH3:3])[CH3:2].C(=O)([O-])[O-].[Cs+].[Cs+].[Br:45][CH2:46][CH2:47][CH2:48]Br>>[C:1]([O:5][C:6]([N:8]1[C:16]2[C:11](=[CH:12][CH:13]=[C:14]([O:17][CH2:48][CH2:47][CH2:46][Br:45])[CH:15]=2)[CH:10]=[C:9]1[C:18]1[C:19]2[S:32][C:31]([C:33]3[CH:34]=[CH:35][CH:36]=[CH:37][CH:38]=3)=[CH:30][C:20]=2[N:21]([C:23]([O:25][C:26]([CH3:29])([CH3:28])[CH3:27])=[O:24])[N:22]=1)=[O:7])([CH3:2])([CH3:3])[CH3:4] |f:1.2.3|. Procedure: A mixture of 2-(1-tert-butoxycarbonyl-5-phenyl-1H-thieno[3,2-c]pyrazol-3-yl)-6-hydroxy-indole-1-carboxylic acid tert-butyl ester [950 mg, 1.79 mmol, Intermediate (49)], cesium carbonate (1.75 g, 5.37 mmol), and 1,3-dibromopropane (6.0 mL) was heated at 90° C. under nitrogen. After 1.5 hours, the mixture was cooled to ambient temperature, filtered, and the insolubles washed twice with dichloromethane (10 mL). The filtrate was concentrated in vacuo to yield a cloudy oil. The crude product was chro...